This data is from the Open Reaction Database (ORD), a public repository of structured organic reaction records. The task is: describe an organic reaction: reactants, conditions, products, and yield Reactants: NC1=NC=NC(=C1C(=O)NC1=C(C=CC(=C1)C(N)=O)OC)N[C@@H](C)C1=NN2C(C(N1C1=CC=CC=C1)=O)=C(C=C2)C ((S)-4-Amino-N-(5-carbamoyl-2-methoxyphenyl)-6-((1-(5-methyl-4-oxo-3-phenyl-3,4-dihydropyrrolo[2,1-f][1,2,4]triazin-2-yl)ethyl)amino)pyrimidine-5-carboxamide), B(Br)(Br)Br (boron tribromide). Solvent: ClCCl (dichloromethane). The product is NC1=NC=NC(=C1C(=O)NC1=C(C=CC(=C1)C(N)=O)O)N[C@@H](C)C1=NN2C(C(N1C1=CC=CC=C1)=O)=C(C=C2)C ((S)-4-Amino-N-(5-carbamoyl-2-hydroxyphenyl)-6-((1-(5-methyl-4-oxo-3-phenyl-3,4-dihydropyrrolo[2,1-f][1,2,4]triazin-2-yl)ethyl)amino)pyrimidine-5-carboxamide). The yield is 5.0%. Reaction SMILES: [NH2:1][C:2]1[C:7]([C:8]([NH:10][C:11]2[CH:16]=[C:15]([C:17](=[O:19])[NH2:18])[CH:14]=[CH:13][C:12]=2[O:20]C)=[O:9])=[C:6]([NH:22][C@H:23]([C:25]2[N:30]([C:31]3[CH:36]=[CH:35][CH:34]=[CH:33][CH:32]=3)[C:29](=[O:37])[C:28]3=[C:38]([CH3:41])[CH:39]=[CH:40][N:27]3[N:26]=2)[CH3:24])[N:5]=[CH:4][N:3]=1.B(Br)(Br)Br>ClCCl>[NH2:1][C:2]1[C:7]([C:8]([NH:10][C:11]2[CH:16]=[C:15]([C:17](=[O:19])[NH2:18])[CH:14]=[CH:13][C:12]=2[OH:20])=[O:9])=[C:6]([NH:22][C@H:23]([C:25]2[N:30]([C:31]3[CH:36]=[CH:35][CH:34]=[CH:33][CH:32]=3)[C:29](=[O:37])[C:28]3=[C:38]([CH3:41])[CH:39]=[CH:40][N:27]3[N:26]=2)[CH3:24])[N:5]=[CH:4][N:3]=1. Reported procedure: (S)-4-Amino-N-(5-carbamoyl-2-methoxyphenyl)-6-((1-(5-methyl-4-oxo-3-phenyl-3,4-dihydropyrrolo[2,1-f][1,2,4]triazin-2-yl)ethyl)amino)pyrimidine-5-carboxamide (400 mg, 49% purity, 0.35 mmol) was treated with boron tribromide (1M in dichloromethane, 1.1 ml, 1 mmol) in dichloromethane (8 ml) according to the method described in Example 23. The residue was purified by reverse phase using SP1® Purification System to give 10 mg (5% yield) as a solid. Purity 90%.